Dataset: the Open Reaction Database (ORD), a public repository of structured organic reaction records. Task: describe an organic reaction: reactants, conditions, products, and yield Starting materials: COC1=CC=C(COC(=O)N2CCN(CC2)C([C@H](CCNC(=O)OCC2=CC=C(C=C2)[N+](=O)[O-])O)=O)C=C1 (1-(p-methoxybenzyloxycarbonyl)-4-((2S)-4-(p-nitrobenzyloxycarbonyl) amino-2-hydroxybutyryl)piperazine), FC(C(=O)O)(F)F (trifluoroacetic acid), C1(=CC=CC=C1)OC (anisole). Yields the product [N+](=O)([O-])C1=CC=C(COC(=O)NCC[C@@H](C(=O)N2CCNCC2)O)C=C1 (1-((2S)-4-(p-nitrobenzyloxycarbonyl)amino-2-hydroxybutyryl)piperazine). The yield is 99.8%. As a reaction SMILES: COC1C=CC(COC([N:11]2[CH2:16][CH2:15][N:14]([C:17](=[O:36])[C@@H:18]([OH:35])[CH2:19][CH2:20][NH:21][C:22]([O:24][CH2:25][C:26]3[CH:31]=[CH:30][C:29]([N+:32]([O-:34])=[O:33])=[CH:28][CH:27]=3)=[O:23])[CH2:13][CH2:12]2)=O)=CC=1.FC(F)(F)C(O)=O.C1(OC)C=CC=CC=1>>[N+:32]([C:29]1[CH:28]=[CH:27][C:26]([CH2:25][O:24][C:22]([NH:21][CH2:20][CH2:19][C@H:18]([OH:35])[C:17]([N:14]2[CH2:13][CH2:12][NH:11][CH2:16][CH2:15]2)=[O:36])=[O:23])=[CH:31][CH:30]=1)([O-:34])=[O:33]. Reported procedure: A 1.32 g of 1-(p-methoxybenzyloxycarbonyl)-4-((2S)-4-(p-nitrobenzyloxycarbonyl) amino-2-hydroxybutyryl)piperazine was added to a mixture of 15 ml of trifluoroacetic acid and 1.35 ml of anisole, followed by 1 hour of reaction at room temperature. After removing trifluoroacetic acid by evaporation under a reduced pressure, a residue was adjusted to basic with sodium hydroxide and extracted with chloroform, and the organic layer was washed with water and dried over sodium sulfate, followed by evapo...